This data is from the Open Reaction Database (ORD), a public repository of structured organic reaction records. The task is: describe an organic reaction: reactants, conditions, products, and yield Starting materials: C(C1=CC=CC=C1)C=1C=CC2=C(C=C(O2)C2=C(C#N)C=C(C=C2)CO)C1 (2-(5-Benzylbenzofuran-2-yl)-5-(hydroxymethyl)benzonitrile), 4A, N-morpholino oxide. The reagents and catalysts are CCC[N+](CCC)(CCC)CCC.[O-][Ru](=O)(=O)=O (TPAP). Run in C(C)#N (acetonitrile). Run at time 1 hour. Product: C(C1=CC=CC=C1)C=1C=CC2=C(C=C(O2)C2=C(C#N)C=C(C=C2)C=O)C1 (2-(5-Benzylbenzofuran-2-yl)-5-formylbenzonitrile). The yield is 93.0%. As a reaction SMILES: [CH2:1]([C:8]1[CH:9]=[CH:10][C:11]2[O:15][C:14]([C:16]3[CH:23]=[CH:22][C:21]([CH2:24][OH:25])=[CH:20][C:17]=3[C:18]#[N:19])=[CH:13][C:12]=2[CH:26]=1)[C:2]1[CH:7]=[CH:6][CH:5]=[CH:4][CH:3]=1>C(#N)C.CCC[N+](CCC)(CCC)CCC.[O-][Ru](=O)(=O)=O>[CH2:1]([C:8]1[CH:9]=[CH:10][C:11]2[O:15][C:14]([C:16]3[CH:23]=[CH:22][C:21]([CH:24]=[O:25])=[CH:20][C:17]=3[C:18]#[N:19])=[CH:13][C:12]=2[CH:26]=1)[C:2]1[CH:7]=[CH:6][CH:5]=[CH:4][CH:3]=1 |f:2.3|. Reported procedure: A suspension of 2-(5-Benzylbenzofuran-2-yl)-5-(hydroxymethyl)benzonitrile (0.03 g, 0.09 mmol), Molecular sieves 4A (0.2 g), TPAP (0.0016 mg, 0.004 mmol) and N-morpholino oxide (0.02 g, 0.18 mmol) in acetonitrile was stirred for 1 hour and then filtered through celite to obtain title compound in 93% yield (step 4, Scheme 5): 1H NMR (400 MHz, CDCl3) δ 10.05 (s, 1H), 8.25 (s, 1H), 8.24 (d, 1H), 8.14 (d, 1H), 7.84 (s, 1H), 7.45 (m, 2H), 7.38-7.18 (m, 6H), 4.06 (s, 2H). Reactants: BrC=1C=C(N2C=CC(C(=C2C1)C1=C(C=CC=C1Cl)Cl)=O)Cl (8-bromo-6-chloro-1-(2,6-dichlorophenyl)-2H-quinolizin-2-one), C(C)(C)(C)N1CCC(=CC1)[Sn](C)(C)C (1-t-butyl-4-(trimethylstannyl)-1,2,3,6-tetrahydropyridine), dichlorobis(triphenylphosphine) palladium. Reported procedure: To a solution of 8-bromo-6-chloro-1-(2,6-dichlorophenyl)-2H-quinolizin-2-one (Example 17, 132 mg) in THF was added 1-t-butyl-4-(trimethylstannyl)-1,2,3,6-tetrahydropyridine (process route disclosed in U.S. Pat. No. 6,809,199, 90 mg.), dichlorobis(triphenylphosphine) palladium (21 mg) and heated to reflux for 12 h. The mixture was concentrated and purified by silica gel (methylene chloride/acetone=1/2) to give title compound (57 mg). Reaction SMILES: Br[C:2]1[CH:3]=[C:4]([Cl:21])[N:5]2[C:10]([CH:11]=1)=[C:9]([C:12]1[C:17]([Cl:18])=[CH:16][CH:15]=[CH:14][C:13]=1[Cl:19])[C:8](=[O:20])[CH:7]=[CH:6]2.[C:22]([N:26]1[CH2:31][CH:30]=[C:29]([Sn](C)(C)C)[CH2:28][CH2:27]1)([CH3:25])([CH3:24])[CH3:23]>C1COCC1>[C:22]([N:26]1[CH2:27][CH:28]=[C:29]([C:2]2[CH:3]=[C:4]([Cl:21])[N:5]3[C:10]([CH:11]=2)=[C:9]([C:12]2[C:17]([Cl:18])=[CH:16][CH:15]=[CH:14][C:13]=2[Cl:19])[C:8](=[O:20])[CH:7]=[CH:6]3)[CH2:30][CH2:31]1)([CH3:25])([CH3:24])[CH3:23]. Yields the product C(C)(C)(C)N1CCC(=CC1)C=1C=C(N2C=CC(C(=C2C1)C1=C(C=CC=C1Cl)Cl)=O)Cl (8-(1-tert-butyl-1,2,3,6-tetrahydropyridin-4-yl)-6-chloro-1-(2,6-dichlorophenyl)-2H-quinolizin-2-one). Run in C1CCOC1 (THF). Starting materials: CN(C)c1cc(-c2ccccc2)c(-c2ccc(C=O)cc2)nn1, c1ccc(-c2nc(C3CCNCC3)n[nH]2)nc1, c1ccc(-c2cc(C3CCNCC3)n[nH]2)nc1, O=Cc1ccc(-c2nnc(-c3cccnc3)cc2-c2ccccc2)cc1. The product is c1ccc(-c2cc(-c3cccnc3)nnc2-c2ccc(CN3CCC(c4n[nH]c(-c5ccccn5)n4)CC3)cc2)cc1. Reaction SMILES: [CH3:27][N:28]([CH3:29])[c:30]1[n:31][n:32][c:33](-[c:34]2[cH:35][cH:36][c:37]([CH:38]=[O:39])[cH:40][cH:41]2)[c:42](-[c:43]2[cH:44][cH:45][cH:46][cH:47][cH:48]2)[cH:49]1.[NH:50]1[CH2:51][CH2:52][CH:53]([c:56]2[n:57][nH:58][c:59](-[c:61]3[n:62][cH:63][cH:64][cH:65][cH:66]3)[n:60]2)[CH2:54][CH2:55]1.[NH:67]1[CH2:68][CH2:69][CH:70]([c:71]2[cH:72][c:73](-[c:74]3[cH:75][cH:76][cH:77][cH:78][n:79]3)[nH:80][n:81]2)[CH2:82][CH2:83]1.[c:1]1(-[c:7]2[c:8](-[c:19]3[cH:20][cH:21][c:22]([CH:23]=[O:24])[cH:25][cH:26]3)[n:9][n:10][c:11](-[c:13]3[cH:14][n:15][cH:16][cH:17][cH:18]3)[cH:12]2)[cH:2][cH:3][cH:4][cH:5][cH:6]1>>[c:1]1(-[c:7]2[c:8](-[c:19]3[cH:20][cH:21][c:22]([CH2:23][N:50]4[CH2:51][CH2:52][CH:53]([c:56]5[n:57][nH:58][c:59](-[c:61]6[n:62][cH:63][cH:64][cH:65][cH:66]6)[n:60]5)[CH2:54][CH2:55]4)[cH:25][cH:26]3)[n:9][n:10][c:11](-[c:13]3[cH:14][n:15][cH:16][cH:17][cH:18]3)[cH:12]2)[cH:2][cH:3][cH:4][cH:5][cH:6]1. Reactants: C(C)(C)N(CC)C(C)C (diisopropylethylamine), O1CCC(CC1)=O (tetrahydro-4H-pyran-4-one), C(C)(=O)O[BH-](OC(C)=O)OC(C)=O.[Na+] (sodium triacetoxyborohydride), Cl.FC1=C(C(=CC=2N(C(NC21)=O)C2CCNCC2)C)F (4,5-Difluoro-6-methyl-1-(4-piperidinyl)-1,3-dihydro-2H-benzimidazol-2-one hydrochloride). Solvent: ClCCl (dichloromethane). Run at time 4 hour. Yields the product Cl.FC1=C(C(=CC=2N(C(NC21)=O)C2CCN(CC2)C2CCOCC2)C)F (4,5-Difluoro-6-methyl-1-[1-(tetrahydro-2H-pyran-4-yl)-4-piperidinyl]-1,3-dihydro-2H-benzimidazol-2-one hydrochloride). RXN SMILES: [ClH:1].[F:2][C:3]1[C:11]2[NH:10][C:9](=[O:12])[N:8]([CH:13]3[CH2:18][CH2:17][NH:16][CH2:15][CH2:14]3)[C:7]=2[CH:6]=[C:5]([CH3:19])[C:4]=1[F:20].C(N(C(C)C)CC)(C)C.[O:30]1[CH2:35][CH2:34][C:33](=O)[CH2:32][CH2:31]1.C(O[BH-](OC(=O)C)OC(=O)C)(=O)C.[Na+]>ClCCl>[ClH:1].[F:2][C:3]1[C:11]2[NH:10][C:9](=[O:12])[N:8]([CH:13]3[CH2:14][CH2:15][N:16]([CH:33]4[CH2:34][CH2:35][O:30][CH2:31][CH2:32]4)[CH2:17][CH2:18]3)[C:7]=2[CH:6]=[C:5]([CH3:19])[C:4]=1[F:20] |f:0.1,4.5,7.8|. Reported procedure: 4,5-Difluoro-6-methyl-1-(4-piperidinyl)-1,3-dihydro-2H-benzimidazol-2-one hydrochloride D23 (120 mg) was dissolved in dichloromethane (5 ml) and diisopropylethylamine (0.2 ml, 1.2 mmol), tetrahydro-4H-pyran-4-one (0.2 ml, 2.0 mmol) and sodium triacetoxyborohydride (250 mg, 1.2 mmol) were added and the mixture stirred at room temperature for 4 h. The mixture was partitioned with water/MDC at pH9. Drying (MgSO4), evaporation, and crystallisation of the residue from diethyl ether, washing with dich... The reactants are FC(C(=O)O)(F)F (Trifluoroacetic acid), C(C)(C)(C)OC(N)=O.CN(C(O)=O)C1CC=C(CC1)C1=NC=C(C=C1C)NC(=O)C=1C=NN(C1C)C1=NC=C(C=C1)C(F)(F)F (N-methyl-{4-[3-methyl-5-({5-methyl-1-[5-(trifluoromethyl)pyridin-2-yl]-1H-pyrazole-4-carbonyl}-amino)pyridin-2-yl]cyclohex-3-en-1-yl}carbamoic acid carbamic acid tert-butyl ester), aqueous solution, [OH-].[Na+] (sodium hydroxide). The solvent is ClCCl (dichloromethane). Reaction conditions: time 4 hour. Product: CC1=C(C=NN1C1=NC=C(C=C1)C(F)(F)F)C(=O)NC=1C=NC(=C(C1)C)C1=CCC(CC1)NC (5-Methyl-N-[5-methyl-6-(4-methylaminocyclohex-1-en-1-yl)pyridin-3-yl]-1-[5-(trifluoromethyl)pyridin-2-yl]-1H-pyrazole-4-carboxamide). The yield is 105.9%. Reaction SMILES: FC(F)(F)C(O)=O.C(OC(=O)N)(C)(C)C.[CH3:16][N:17]([CH:21]1[CH2:26][CH2:25][C:24]([C:27]2[C:32]([CH3:33])=[CH:31][C:30]([NH:34][C:35]([C:37]3[CH:38]=[N:39][N:40]([C:43]4[CH:48]=[CH:47][C:46]([C:49]([F:52])([F:51])[F:50])=[CH:45][N:44]=4)[C:41]=3[CH3:42])=[O:36])=[CH:29][N:28]=2)=[CH:23][CH2:22]1)C(=O)O.[OH-].[Na+]>ClCCl>[CH3:42][C:41]1[N:40]([C:43]2[CH:48]=[CH:47][C:46]([C:49]([F:50])([F:52])[F:51])=[CH:45][N:44]=2)[N:39]=[CH:38][C:37]=1[C:35]([NH:34][C:30]1[CH:29]=[N:28][C:27]([C:24]2[CH2:25][CH2:26][CH:21]([NH:17][CH3:16])[CH2:22][CH:23]=2)=[C:32]([CH3:33])[CH:31]=1)=[O:36] |f:1.2,3.4|. Reported procedure: Trifluoroacetic acid (5.0 ml) was added at room temperature to a solution of N-methyl-{4-[3-methyl-5-({5-methyl-1-[5-(trifluoromethyl)pyridin-2-yl]-1H-pyrazole-4-carbonyl}-amino)pyridin-2-yl]cyclohex-3-en-1-yl}carbamoic acid carbamic acid tert-butyl ester (1.47 g) of Example D249 in dichloromethane (25 ml), and stirred at the same temperature for four hours. After completion of the reaction, 4N aqueous solution of sodium hydroxide (15 ml) was added and the solvent was evaporated. Ethanol (15 ml)...